Dataset: the Open Reaction Database (ORD), a public repository of structured organic reaction records. Task: describe an organic reaction: reactants, conditions, products, and yield Reactants: Cc1cccc(C)c1N1C(=O)c2ccc(C(=O)O)cc2C1=O, CCN=C=NCCCN(C)C, Cc1ccc(N)cc1C, CN(C)C=O, O, On1nnc2ccccc21. Product: Cc1ccc(NC(=O)c2ccc3c(c2)C(=O)N(c2c(C)cccc2C)C3=O)cc1C. Reaction SMILES: [CH3:1][c:2]1[c:3]([N:9]2[C:10](=[O:22])[c:11]3[cH:12][cH:13][c:14]([C:19](=[O:20])[OH:21])[cH:15][c:16]3[C:17]2=[O:18])[c:4]([CH3:8])[cH:5][cH:6][cH:7]1.[CH3:23][CH2:24][N:25]=[C:26]=[N:27][CH2:28][CH2:29][CH2:30][N:31]([CH3:32])[CH3:33].[CH3:44][c:45]1[cH:46][cH:47][c:48]([NH2:49])[cH:50][c:51]1[CH3:52].[O:53]=[CH:54][N:55]([CH3:56])[CH3:57].[OH2:58].[OH:34][n:35]1[c:36]2[c:37]([cH:38][cH:39][cH:40][cH:41]2)[n:42][n:43]1>>[CH3:1][c:2]1[c:3]([N:9]2[C:10](=[O:22])[c:11]3[cH:12][cH:13][c:14]([C:19](=[O:20])[NH:49][c:48]4[cH:47][cH:46][c:45]([CH3:44])[c:51]([CH3:52])[cH:50]4)[cH:15][c:16]3[C:17]2=[O:18])[c:4]([CH3:8])[cH:5][cH:6][cH:7]1. Reactants: CCN(C(C)C)C(C)C (DIPEA), CN(C)C=O (DMF), N[C@@H]([C@H](C)NC(OC(C)(C)C)=O)C1CCC1 (tert-butyl ((1R,2S)-1-amino-1-cyclobutylpropan-2-yl)carbamate), ClC1=C(C#N)C=C(C(=N1)Cl)F (2,6-dichloro-5-fluoronicotinonitrile). Solvent: O (water). Conditions: time 3 hour. Product: ClC1=C(C=C(C(=N1)N[C@@H]([C@H](C)NC(OC(C)(C)C)=O)C1CCC1)F)C#N (tert-butyl ((1R,2S)-1-((6-chloro-5-cyano-3-fluoropyridin-2-yl)amino)-1-cyclobutylpropan-2-yl)carbamate). As a reaction SMILES: CCN(C(C)C)C(C)C.CN(C=O)C.[NH2:15][C@H:16]([CH:27]1[CH2:30][CH2:29][CH2:28]1)[C@@H:17]([NH:19][C:20](=[O:26])[O:21][C:22]([CH3:25])([CH3:24])[CH3:23])[CH3:18].[Cl:31][C:32]1[N:39]=[C:38](Cl)[C:37]([F:41])=[CH:36][C:33]=1[C:34]#[N:35]>O>[Cl:31][C:32]1[N:39]=[C:38]([NH:15][C@H:16]([CH:27]2[CH2:28][CH2:29][CH2:30]2)[C@@H:17]([NH:19][C:20](=[O:26])[O:21][C:22]([CH3:23])([CH3:24])[CH3:25])[CH3:18])[C:37]([F:41])=[CH:36][C:33]=1[C:34]#[N:35]. Reported procedure: DIPEA (17 ml) was added to a DMF (30 ml) solution containing tert-butyl ((1R,2S)-1-amino-1-cyclobutylpropan-2-yl)carbamate and 2,6-dichloro-5-fluoronicotinonitrile (16.2 g) obtained in the 5th step at 70° C., followed by stirring for 3 hours. The reaction solution was adjusted to room temperature and water was added to the reaction solution, followed by extraction with ethyl acetate. The organic layers were washed with saturated saline and the organic layers were dried over anhydrous sodium sulf... The reactants are C(C1=CC=CC=C1)(=O)NC(C(O)C(=O)O)C1=CC=CC=C1 (N-benzoyl-3-phenyl-isoserine), ClC(C)OC(C)Cl (1-chloroethyl ether). Run in C(Cl)Cl (methylene chloride). Product: tertiary amine, C(C1=CC=CC=C1)(=O)NC(C(O)C(=O)OC(C)OCC)C1=CC=CC=C1 (N-benzoyl-O-(1-ethoxyethyl)-3-phenyl-isoserine). Reaction SMILES: [C:1]([NH:9][CH:10]([C:16]1[CH:21]=[CH:20][CH:19]=[CH:18][CH:17]=1)[CH:11]([C:13]([OH:15])=[O:14])[OH:12])(=[O:8])[C:2]1[CH:7]=[CH:6][CH:5]=[CH:4][CH:3]=1.Cl[CH:23]([O:25][CH:26](Cl)[CH3:27])[CH3:24]>C(Cl)Cl>[C:1]([NH:9][CH:10]([C:16]1[CH:21]=[CH:20][CH:19]=[CH:18][CH:17]=1)[CH:11]([C:13]([O:15][CH:23]([O:25][CH2:26][CH3:27])[CH3:24])=[O:14])[OH:12])(=[O:8])[C:2]1[CH:3]=[CH:4][CH:5]=[CH:6][CH:7]=1. Reported procedure: The epoxide of the cis-cinnamate is then regioselectively opened to produce 3-phenyl isoserinamide. This 3-phenyl isoserinamide is hydrolyzed to produce 3-phenyl-isoserine, which in turn is reacted with benzoyl chloride to form N-benzoyl-3-phenyl-isoserine. Next, the N-benzoyl-3-phenyl-isoserine is reacted with 1-chloroethyl ether and a tertiary amine in methylene chloride to form N-benzoyl-O-(1-ethoxyethyl)-3-phenyl-isoserine. Then, N-benzoyl-O-(1-ethoxyethyl)-3-phenyl-isoserine is reacted with... The reactants are COc1cc(Cl)c(C)c(Br)c1NC(=O)OC(C)(C)C, [Li]CCCC, C1CCOC1, CC=O, [Cl-], [NH4+], O. Product: COc1cc(Cl)c(C)c2c1NC(=O)OC2C. Reaction SMILES: [C:6]([CH3:8])([CH3:9])([O:10][C:11]([NH:12][c:13]1[c:14]([Br:7])[c:15]([CH3:22])[c:16]([Cl:21])[cH:17][c:18]1[O:19][CH3:20])=[O:24])[CH3:23].[CH2:1]([Li:2])[CH2:3][CH2:4][CH3:5].[CH2:30]1[O:31][CH2:32][CH2:33][CH2:34]1.[CH:25](=[O:26])[CH3:27].[Cl-:28].[NH4+:29].[OH2:35]>>[CH:6]1([CH3:9])[O:10][C:11](=[O:24])[NH:12][c:13]2[c:14]1[c:15]([CH3:22])[c:16]([Cl:21])[cH:17][c:18]2[O:19][CH3:20]. Starting materials: C1=CC=C(C=C1)COC(=O)NCC(=O)O (Z-glycine), N1CCC(CC1)OCC(=O)OC(C)(C)C (t-butyl 4-piperidinyloxyacetate), CN1CCOCC1 (N-methylmorpholine). Run in ClCCl (dichloromethane). The product is C(C)(C)(C)OC(=O)COC1CCN(CC1)C(=O)CNC(OCC1=CC=CC=C1)=O (benzyl [[[4-[(t-butoxycarbonyl)methoxy]piperidinyl]carbonyl]methyl]carbamate). Yield: 88.7%. Reaction SMILES: [CH:1]1[CH:6]=[CH:5][C:4]([CH2:7][O:8][C:9]([NH:11][CH2:12][C:13]([OH:15])=O)=[O:10])=[CH:3][CH:2]=1.[NH:16]1[CH2:21][CH2:20][CH:19]([O:22][CH2:23][C:24]([O:26][C:27]([CH3:30])([CH3:29])[CH3:28])=[O:25])[CH2:18][CH2:17]1.CN1CCOCC1>ClCCl>[C:27]([O:26][C:24]([CH2:23][O:22][CH:19]1[CH2:18][CH2:17][N:16]([C:13]([CH2:12][NH:11][C:9](=[O:10])[O:8][CH2:7][C:4]2[CH:3]=[CH:2][CH:1]=[CH:6][CH:5]=2)=[O:15])[CH2:21][CH2:20]1)=[O:25])([CH3:30])([CH3:28])[CH3:29]. Procedure: 5.8 g of Z-glycine are first activated with 5.4 g of CDMT and then coupled with 6.0 g of t-butyl 4-piperidinyloxyacetate and 6.3 ml of N-methylmorpholine in dichloromethane there are obtained 10 g of benzyl [[[4-[(t-butoxycarbonyl)methoxy]piperidinyl]carbonyl]methyl]carbamate. MS (EI): 406 (M+). Reactants: ClCC1CO1, [Na+], O, O=S([O-])O. Yields the product [Na+], O=S(=O)([O-])CC(O)CCl. RXN SMILES: [Cl:6][CH2:7][CH:8]1[CH2:9][O:10]1.[Na+:5].[OH2:11].[S:1]([O-:2])([OH:3])=[O:4]>>[Na+:5].[S:1](=[O:2])([O-:3])(=[O:4])[CH2:9][CH:8]([CH2:7][Cl:6])[OH:10]. Starting materials: OC(C(=O)OCC)CCCC (ethyl 2-hydroxycaproate), C[O-].[Na+] (sodium methylate), CO (methanol), CNC (dimethylamine), CO (methanol), P(O)(O)(O)=O (orthophosphoric acid). Product: OC(C(=O)N(C)C)CCCC (2-hydroxy-N,N-dimethylhexanamide). The yield is 81.0%. Reaction SMILES: [OH:1][CH:2]([CH2:8][CH2:9][CH2:10][CH3:11])[C:3](OCC)=[O:4].C[O-].[Na+].CO.[CH3:17][NH:18][CH3:19].P(=O)(O)(O)O>>[OH:1][CH:2]([CH2:8][CH2:9][CH2:10][CH3:11])[C:3]([N:18]([CH3:19])[CH3:17])=[O:4] |f:1.2|. Reported procedure: In a three-neck flask, at 20° C. and under an inert atmosphere, are mixed ethyl 2-hydroxycaproate (24.24 g; 150 mmol) and sodium methylate in solution in methanol (25% w/w) (1.6 g; 7 mmol). To this mixture, is added dimethylamine in solution in methanol (50% w/w) (26.75 g; 297 mmol) within 30 minutes. The temperature of this mixture is brought to 40° C. and maintained for 3 hours. After the return of the temperature of this reaction mixture to 20° C., orthophosphoric acid is added until a pH of ... Reactants: crude material, C(CCC(=O)O)CCN (aminocaproic acid), C(NN)(=O)OCC1C2=CC=CC=C2C=2C=CC=CC12 (9-fluorenylmethyl carbazate). Yields the product C(=O)(OCC1C2=CC=CC=C2C2=CC=CC=C12)NNC(CCCCCN)=O (6-AMINOCAPROIC ACID N'-FMOC HYDRAZIDE). As a reaction SMILES: [CH2:1]([CH2:7][CH2:8][NH2:9])[CH2:2][CH2:3][C:4]([OH:6])=O.[C:10]([O:14][CH2:15][CH:16]1[C:28]2[CH:27]=[CH:26][CH:25]=[CH:24][C:23]=2[C:22]2[C:17]1=[CH:18][CH:19]=[CH:20][CH:21]=2)(=[O:13])[NH:11][NH2:12]>>[C:10]([NH:11][NH:12][C:4](=[O:6])[CH2:3][CH2:2][CH2:1][CH2:7][CH2:8][NH2:9])([O:14][CH2:15][CH:16]1[C:28]2[C:23](=[CH:24][CH:25]=[CH:26][CH:27]=2)[C:22]2[C:17]1=[CH:18][CH:19]=[CH:20][CH:21]=2)=[O:13]. Procedure details: Using anhydrous conditions and under a nitrogen gas blanket, a 200 ml round bottom flask was charged with 4.90 g (10.48 mmol) of N-BOC-6-aminocaproate (N-(FMOC) hydrazide), and 10 ml of methylene chloride. The reaction mixture was then stirred at room temperature as 16 ml of trifluoroacetic acid (Schweizerhall) dissolved in 16 ml of methylene chloride was slowly added. The resultant homogeneous solution was allowed to stir for an additional 2 h and then 15 ml of toluene was added. The solvents a...